This data is from the Open Reaction Database (ORD), a public repository of structured organic reaction records. The task is: describe an organic reaction: reactants, conditions, products, and yield The reactants are CN(C)C=O, [NH3+]C1CCCCC1, COC1CCOP(=O)(N(CCCl)CCCl)N1, O=C(O)C(Cl)(Cl)Cl, O=S(=O)([O-])CCS. The product is [NH3+]C1CCCCC1, O=P1(N(CCCl)CCCl)NC(SCCS(=O)(=O)O)CCO1. As a reaction SMILES: [CH3:38][N:39]([CH3:40])[CH:41]=[O:42].[CH:24]1([NH3+:30])[CH2:25][CH2:26][CH2:27][CH2:28][CH2:29]1.[Cl:1][CH2:2][CH2:3][N:4]([P:5]1(=[O:13])[O:6][CH2:7][CH2:8][CH:9]([O:11][CH3:12])[NH:10]1)[CH2:14][CH2:15][Cl:16].[OH:31][C:32]([C:33]([Cl:34])([Cl:35])[Cl:36])=[O:37].[SH:17][CH2:18][CH2:19][S:20](=[O:21])(=[O:22])[O-:23]>>[CH:24]1([NH3+:30])[CH2:25][CH2:26][CH2:27][CH2:28][CH2:29]1.[Cl:1][CH2:2][CH2:3][N:4]([P:5]1(=[O:13])[O:6][CH2:7][CH2:8][CH:9]([S:17][CH2:18][CH2:19][S:20](=[O:21])(=[O:22])[OH:23])[NH:10]1)[CH2:14][CH2:15][Cl:16]. Reactants: ClC1=C(C=NC2=CC(=C(C=C12)OCC)OCC)C#N (4-chloro-6,7-diethoxy-3-quinolinecarbonitrile), CC(=O)C1=CC(=CC=C1)N (3-aminoacetophenone). Product: C(C)(=O)C=1C=C(C=CC1)NC1=C(C=NC2=CC(=C(C=C12)OCC)OCC)C#N (4-(3-acetylphenylamino)-6.7-diethoxy-3-quinolinecarbonitrile). As a reaction SMILES: Cl[C:2]1[C:11]2[C:6](=[CH:7][C:8]([O:15][CH2:16][CH3:17])=[C:9]([O:12][CH2:13][CH3:14])[CH:10]=2)[N:5]=[CH:4][C:3]=1[C:18]#[N:19].[CH3:20][C:21]([C:23]1[CH:28]=[CH:27][CH:26]=[C:25]([NH2:29])[CH:24]=1)=[O:22]>>[C:21]([C:23]1[CH:24]=[C:25]([NH:29][C:2]2[C:11]3[C:6](=[CH:7][C:8]([O:15][CH2:16][CH3:17])=[C:9]([O:12][CH2:13][CH3:14])[CH:10]=3)[N:5]=[CH:4][C:3]=2[C:18]#[N:19])[CH:26]=[CH:27][CH:28]=1)(=[O:22])[CH3:20]. Procedure details: In the manner of Example 105 reaction of 4-chloro-6,7-diethoxy-3-quinolinecarbonitrile with 3-aminoacetophenone gave the tide compound as an off-white solid, mp 191-194° C. Reactants: NC1=C(C(=NN1C1=C(C=C(C=C1Cl)C(F)(F)F)Cl)C#N)C(C(F)(F)F)=O (5-amino-3-cyano-1-(2,6-dichloro-4-trifluoromethylphenyl)-4-trifluoroacetylpyrazole), C([O-])([O-])=O.[K+].[K+] (potassium carbonate), O (Water), C(C1=CC=CC=C1)Br (benzyl bromide). The solvent is CN(C=O)C (N,N-dimethylformamide). Run at time 40 minute. Yields the product C(#N)C1=NN(C(=C1C(C(F)(F)F)=O)NCC1=CC=CC=C1)C1=C(C=C(C=C1Cl)C(F)(F)F)Cl (3-Cyano-1-(2,6-dichloro-4-trifluoromethylphenyl)-5-phenylmethylamino-4-trifluoroacetylpyrazole). Reaction SMILES: [NH2:1][C:2]1[N:6]([C:7]2[C:12]([Cl:13])=[CH:11][C:10]([C:14]([F:17])([F:16])[F:15])=[CH:9][C:8]=2[Cl:18])[N:5]=[C:4]([C:19]#[N:20])[C:3]=1[C:21](=[O:26])[C:22]([F:25])([F:24])[F:23].C(=O)([O-])[O-].[K+].[K+].[CH2:33](Br)[C:34]1[CH:39]=[CH:38][CH:37]=[CH:36][CH:35]=1.O>CN(C)C=O>[C:19]([C:4]1[C:3]([C:21](=[O:26])[C:22]([F:25])([F:24])[F:23])=[C:2]([NH:1][CH2:33][C:34]2[CH:39]=[CH:38][CH:37]=[CH:36][CH:35]=2)[N:6]([C:7]2[C:12]([Cl:13])=[CH:11][C:10]([C:14]([F:15])([F:16])[F:17])=[CH:9][C:8]=2[Cl:18])[N:5]=1)#[N:20] |f:1.2.3|. Reported procedure: To a stirred solution of 5-amino-3-cyano-1-(2,6-dichloro-4-trifluoromethylphenyl)-4-trifluoroacetylpyrazole (1 g) in anhydrous N,N-dimethylformamide (4 ml) at room temperature was added potassium carbonate (0.7 g), then benzyl bromide (228 μl). The mixture was stirred at room temperature for 40 minutes. Water (50 ml) was then added, and the mixture was extracted with ether (50 ml, ×2). The combined organic layers were washed with water (50 ml), dried (Na2SO4), filtered and evaporated. The residu... Starting materials: FC=1C=CC(=NC1)OC(C(=O)OCC1=CC=CC=C1)(C)C (benzyl 2-(5-fluoro-2-pyridyloxy)-2-methylpropionate). Reagents/catalysts: [Pd] (palladium on carbon). The solvent is CO (MeOH). Reaction conditions: time 3 hour. Yields the product FC=1C=CC(=NC1)OC(C(=O)O)(C)C (2-(5-Fluoro-2-pyridyloxy)-2-methylpropionic Acid). RXN SMILES: [F:1][C:2]1[CH:3]=[CH:4][C:5]([O:8][C:9]([CH3:21])([CH3:20])[C:10]([O:12]CC2C=CC=CC=2)=[O:11])=[N:6][CH:7]=1>[Pd].CO>[F:1][C:2]1[CH:3]=[CH:4][C:5]([O:8][C:9]([CH3:21])([CH3:20])[C:10]([OH:12])=[O:11])=[N:6][CH:7]=1. Procedure details: A mixture of benzyl 2-(5-fluoro-2-pyridyloxy)-2-methylpropionate (2.6 g, 9.2 mmol) and 10% palladium on carbon (0.26 mg) in 20 mL MeOH was degassed and filled with hydrogen using a balloon. After stirring at room temperature for 3 h, the reaction mixture was filtered through CELITE diatomaceous earth and washed with MeOH (20 mL), and the filtrate was concentrated to dryness to give the title compound. 1H NMR (500 MHz, CD3OD): δ 7.91 (d, 1H), 7.48 (ddd, 1H), 6.78 (dd, 1H), 1.65 (s, 6H). LC-MS: m/...